This data is from the Open Reaction Database (ORD), a public repository of structured organic reaction records. The task is: describe an organic reaction: reactants, conditions, products, and yield Reactants: CCO, [Cl-], [NH4+], [Na+], C1CCOC1, [OH-], CCOC(=O)C(CCCCCCCCC1CC2(C)C(O)CCC2C2CCc3cc(O)ccc3C12)CCCCCC(F)(F)C(F)(F)F. Product: CC12CC(CCCCCCCCC(CCCCCC(F)(F)C(F)(F)F)C(=O)O)C3c4ccc(O)cc4CCC3C1CCC2O. As a reaction SMILES: [CH3:51][CH2:52][OH:53].[Cl-:49].[NH4+:50].[Na+:48].[O:54]1[CH2:55][CH2:56][CH2:57][CH2:58]1.[OH-:47].[OH:1][c:2]1[cH:3][c:4]2[c:17]([cH:18][cH:19]1)[CH:16]1[CH:7]([CH2:6][CH2:5]2)[CH:8]2[CH2:9][CH2:10][CH:11]([OH:46])[C:12]2([CH3:13])[CH2:14][CH:15]1[CH2:20][CH2:21][CH2:22][CH2:23][CH2:24][CH2:25][CH2:26][CH2:27][CH:28]([C:29](=[O:30])[O:31][CH2:32][CH3:33])[CH2:34][CH2:35][CH2:36][CH2:37][CH2:38][C:39]([C:40]([F:41])([F:42])[F:43])([F:44])[F:45]>>[OH:1][c:2]1[cH:3][c:4]2[c:17]([cH:18][cH:19]1)[CH:16]1[CH:7]([CH2:6][CH2:5]2)[CH:8]2[CH2:9][CH2:10][CH:11]([OH:46])[C:12]2([CH3:13])[CH2:14][CH:15]1[CH2:20][CH2:21][CH2:22][CH2:23][CH2:24][CH2:25][CH2:26][CH2:27][CH:28]([C:29](=[O:30])[OH:31])[CH2:34][CH2:35][CH2:36][CH2:37][CH2:38][C:39]([C:40]([F:41])([F:42])[F:43])([F:44])[F:45]. Starting materials: N([C@@H]([C@H](OCC1=CC=CC=C1)C)C(=O)OC1CCCCC1)C(=O)OC(C)(C)C (Boc-Thr(Bzl)-OcHex), CCCCCC (hexane). Reagents/catalysts: [Pd] (Pd/C). Solvent: CCOC(=O)C (AcOEt). Reaction conditions: time 8 hour. Yields the product N([C@@H]([C@H](O)C)C(=O)OC1CCCCC1)C(=O)OC(C)(C)C (Boc-Thr-OcHex). The yield is 93.3%. Reaction SMILES: [NH:1]([C:22]([O:24][C:25]([CH3:28])([CH3:27])[CH3:26])=[O:23])[C@H:2]([C:13]([O:15][CH:16]1[CH2:21][CH2:20][CH2:19][CH2:18][CH2:17]1)=[O:14])[C@@H:3]([CH3:12])[O:4]CC1C=CC=CC=1.CCCCCC>CCOC(C)=O.[Pd]>[NH:1]([C:22]([O:24][C:25]([CH3:26])([CH3:28])[CH3:27])=[O:23])[C@H:2]([C:13]([O:15][CH:16]1[CH2:21][CH2:20][CH2:19][CH2:18][CH2:17]1)=[O:14])[C@@H:3]([CH3:12])[OH:4]. Reported procedure: Pd/C (3.3 g) was added to a stirring solution of Boc-Thr(Bzl)-OcHex (11 g, 30 mmol) in AcOEt (80 mL), and the reaction mixture was vigorously stirred under a hydrogen atmosphere for overnight. The catalyst was filtered off through Celite and the solvent was removed in vacuo. The residue was purified by silica gel column chromatography, at first with AcOE:hexane 1:4 and then the desired product was washed out by AcOE:hexane 1:1 to give pure Boc-Thr-OcHex (8.6 g, 28 mmol, 94%). 1H NMR (CDCl3 400 M... The reactants are O (water), P(=O)([O-])([O-])[O-].[K+].[K+].[K+] (potassium phosphate), N1=CN=CC(=C1)B(O)O (pyrimidine-5-boronic acid), BrC=1C=C(C=CC1)C1S(N=C(OC1(C)C)N[C@@H](CCO[Si](C)(C)C(C)(C)C)C1=CC=CC=C1)(=O)=O ([5-(3-bromophenyl)-6,6-dimethyl-4,4-dioxo-5,6-dihydro-4H-4lambda6-1,4,3-oxathiazin-2-yl]-[(S)-3-(tert-butyldimethylsilanyloxy)-1-phenylpropyl]amine), N1=CN=CC(=C1)B(O)O (pyrimidine-5-boronic acid), P(=O)([O-])([O-])[O-].[K+].[K+].[K+] (potassium phosphate). Reagents/catalysts: C=1C=CC(=CC1)/C=C/C(=O)/C=C/C2=CC=CC=C2.C=1C=CC(=CC1)/C=C/C(=O)/C=C/C2=CC=CC=C2.[Pd] (bis(dibenzylideneacetone)palladium), CC(C)(C)P(C1=CC=C[CH-]1)C(C)(C)C.C1=CC=C(C=C1)[C-]2C(=C(C(=C2C3=CC=CC=C3)C4=CC=CC=C4)C5=CC=CC=C5)C6=CC=CC=C6.[Fe+2] (1,2,3,4,5-pentaphenyl-1-(di-tert-butylphosphino)ferrocene), C=1C=CC(=CC1)/C=C/C(=O)/C=C/C2=CC=CC=C2.C=1C=CC(=CC1)/C=C/C(=O)/C=C/C2=CC=CC=C2.[Pd] (bis(dibenzylideneacetone)palladium), CC(C)(C)P(C1=CC=C[CH-]1)C(C)(C)C.C1=CC=C(C=C1)[C-]2C(=C(C(=C2C3=CC=CC=C3)C4=CC=CC=C4)C5=CC=CC=C5)C6=CC=CC=C6.[Fe+2] (1,2,3,4,5-pentaphenyl-1-(di-tert-butylphosphino)ferrocene). Run in C1(=CC=CC=C1)C (toluene). Conditions: temperature 80 celsius, time 1.5 hour. The product is CC1(C(S(N=C(O1)N[C@@H](CCO)C1=CC=CC=C1)(=O)=O)C1=CC(=CC=C1)C=1C=NC=NC1)C ((S)-3-[6,6-Dimethyl-4,4-dioxo-5-(3-pyrimidin-5-ylphenyl)-5,6-dihydro-4H-4lambda6-[1,4,3]oxathiazin-2-ylamino]-3-phenylpropan-1-ol). Yield: 19.6%. RXN SMILES: Br[C:2]1[CH:3]=[C:4]([CH:8]2[C:13]([CH3:15])([CH3:14])[O:12][C:11]([NH:16][C@H:17]([C:28]3[CH:33]=[CH:32][CH:31]=[CH:30][CH:29]=3)[CH2:18][CH2:19][O:20][Si](C(C)(C)C)(C)C)=[N:10][S:9]2(=[O:35])=[O:34])[CH:5]=[CH:6][CH:7]=1.[N:36]1[CH:41]=[C:40](B(O)O)[CH:39]=[N:38][CH:37]=1.P([O-])([O-])([O-])=O.[K+].[K+].[K+].O>C1(C)C=CC=CC=1.C1C=CC(/C=C/C(/C=C/C2C=CC=CC=2)=O)=CC=1.C1C=CC(/C=C/C(/C=C/C2C=CC=CC=2)=O)=CC=1.[Pd].CC(P(C(C)(C)C)C1[CH-]C=CC=1)(C)C.C1C=CC([C-]2C(C3C=CC=CC=3)=C(C3C=CC=CC=3)C(C3C=CC=CC=3)=C2C2C=CC=CC=2)=CC=1.[Fe+2]>[CH3:14][C:13]1([CH3:15])[O:12][C:11]([NH:16][C@H:17]([C:28]2[CH:29]=[CH:30][CH:31]=[CH:32][CH:33]=2)[CH2:18][CH2:19][OH:20])=[N:10][S:9](=[O:34])(=[O:35])[CH:8]1[C:4]1[CH:5]=[CH:6][CH:7]=[C:2]([C:40]2[CH:41]=[N:36][CH:37]=[N:38][CH:39]=2)[CH:3]=1 |f:2.3.4.5,8.9.10,11.12.13|. Procedure: Under inert gas, a suspension of 100 mg of [5-(3-bromophenyl)-6,6-dimethyl-4,4-dioxo-5,6-dihydro-4H-4lambda6-1,4,3-oxathiazin-2-yl]-[(S)-3-(tert-butyldimethylsilanyloxy)-1-phenylpropyl]amine, 31 mg of pyrimidine-5-boronic acid and 110 mg of potassium phosphate in 2 ml of toluene was initially charged. After the addition of 10 mg of bis(dibenzylideneacetone)palladium and 24 mg of 1,2,3,4,5-pentaphenyl-1-(di-tert-butylphosphino)ferrocene, the reaction mixture was stirred at 80° C. for 1.5 h. The p... Starting materials: C1(CC1)COC1=C(C=C(C=C1)F)C1=C2C(=NC=C1)C(=C(N2COCC[Si](C)(C)C)C)C(=O)O (7-[2-(cyclopropylmethoxy)-5-fluorophenyl]-2-methyl-1-{[2-(trimethylsilyl)ethoxy]methyl}-1H-pyrrolo[3,2-b]pyridine-3-carboxylic acid), N[C@H]1[C@@H](CN(CC1)C(=O)OC(C)(C)C)O (tert-butyl (3R*,4R*)-4-amino-3-hydroxy-piperidine-1-carboxylate). The product is C1(CC1)COC1=C(C=C(C=C1)F)C1=C2C(=NC=C1)C(=C(N2COCC[Si](C)(C)C)C)C(=O)N[C@H]2[C@@H](CN(CC2)C(=O)OC(C)(C)C)O (tert-Butyl (3R*,4R*)-4-{[(7-[2-(cyclopropylmethoxy)-5-fluorophenyl]-2-methyl-1-{[2-(trimethylsilyl)ethoxy]methyl}-1H-pyrrolo[3,2-b]pyridin-3-yl)carbonyl]amino}-3-hydroxypiperidine-1-carboxylate). Reaction SMILES: [CH:1]1([CH2:4][O:5][C:6]2[CH:11]=[CH:10][C:9]([F:12])=[CH:8][C:7]=2[C:13]2[CH:18]=[CH:17][N:16]=[C:15]3[C:19]([C:31](O)=[O:32])=[C:20]([CH3:30])[N:21]([CH2:22][O:23][CH2:24][CH2:25][Si:26]([CH3:29])([CH3:28])[CH3:27])[C:14]=23)[CH2:3][CH2:2]1.[NH2:34][C@@H:35]1[CH2:40][CH2:39][N:38]([C:41]([O:43][C:44]([CH3:47])([CH3:46])[CH3:45])=[O:42])[CH2:37][C@H:36]1[OH:48]>>[CH:1]1([CH2:4][O:5][C:6]2[CH:11]=[CH:10][C:9]([F:12])=[CH:8][C:7]=2[C:13]2[CH:18]=[CH:17][N:16]=[C:15]3[C:19]([C:31]([NH:34][C@@H:35]4[CH2:40][CH2:39][N:38]([C:41]([O:43][C:44]([CH3:46])([CH3:45])[CH3:47])=[O:42])[CH2:37][C@H:36]4[OH:48])=[O:32])=[C:20]([CH3:30])[N:21]([CH2:22][O:23][CH2:24][CH2:25][Si:26]([CH3:27])([CH3:29])[CH3:28])[C:14]=23)[CH2:2][CH2:3]1. Procedure details: Starting from 7-[2-(cyclopropylmethoxy)-5-fluorophenyl]-2-methyl-1-{[2-(trimethylsilyl)ethoxy]methyl}-1H-pyrrolo[3,2-b]pyridine-3-carboxylic acid (example D.c3) and commercially available tert-butyl (3R*,4R*)-4-amino-3-hydroxy-piperidine-1-carboxylate the title compound is obtained as pale yellow viscous oil. Starting materials: CCOCC (ether), CCOCC (ether), C(C)OC(CCC1(OC2=C(CC1)C=CC(=C2CCC)O)C)=O (racemic-3,4-dihydro-7-hydroxy-2-methyl-8-n-propyl-2H-1-benzopyran-2-propanoic acid ethyl ester), C(C)(=O)OC(C)=O (acetic anhydride), ice water. Solvent: N1=CC=CC=C1 (pyridine). Conditions: time 5 hour. The product is C(C)OC(CCC1(OC2=C(CC1)C=CC(=C2CCC)OC(C)=O)C)=O (racemic-7-acetoxy-3,4-dihydro-2-methyl-8-n-propyl-2H-1-benzopyran-2-propanoic acid ethyl ester). The yield is 63.3%. As a reaction SMILES: [CH2:1]([O:3][C:4](=[O:22])[CH2:5][CH2:6][C:7]1([CH3:21])[CH2:12][CH2:11][C:10]2[CH:13]=[CH:14][C:15]([OH:20])=[C:16]([CH2:17][CH2:18][CH3:19])[C:9]=2[O:8]1)[CH3:2].[C:23](OC(=O)C)(=[O:25])[CH3:24].CCOCC>N1C=CC=CC=1>[CH2:1]([O:3][C:4](=[O:22])[CH2:5][CH2:6][C:7]1([CH3:21])[CH2:12][CH2:11][C:10]2[CH:13]=[CH:14][C:15]([O:20][C:23](=[O:25])[CH3:24])=[C:16]([CH2:17][CH2:18][CH3:19])[C:9]=2[O:8]1)[CH3:2]. Procedure details: To a stirred solution of 0.8 g of racemic-3,4-dihydro-7-hydroxy-2-methyl-8-n-propyl-2H-1-benzopyran-2-propanoic acid ethyl ester in 8 ml of pyridine was added 0.37 ml of acetic anhydride. The solution was stirred at room temperature for 5 hours then poured into ice-water and worked up with ether in the usual manner (the combined ether extracts were additionally washed with 1N hydrochloric acid and saturated sodium bicarbonate solutions). The oily product (1.0 g) was chromatographed on 50 g of si... Starting materials: CCn1ncc2c(Cl)c3ccccc3nc21, NCCc1ccccc1, CS(C)=O, O. Yields the product CCn1ncc2c(NCCc3ccccc3)c3ccccc3nc21. RXN SMILES: [CH2:1]([CH3:2])[n:3]1[n:4][cH:5][c:6]2[c:7]1[n:8][c:9]1[cH:10][cH:11][cH:12][cH:13][c:14]1[c:15]2[Cl:16].[CH2:21]([CH2:22][c:23]1[cH:24][cH:25][cH:26][cH:27][cH:28]1)[NH2:29].[CH3:17][S:18]([CH3:19])=[O:20].[OH2:30]>>[CH2:1]([CH3:2])[n:3]1[n:4][cH:5][c:6]2[c:7]1[n:8][c:9]1[cH:10][cH:11][cH:12][cH:13][c:14]1[c:15]2[NH:29][CH2:21][CH2:22][c:23]1[cH:24][cH:25][cH:26][cH:27][cH:28]1. Starting materials: ClC1=C(N(N=C1)C(C)C)C=1C=C(C=CC1OC)N (3-(4-chloro-2-isopropyl-2H-pyrazol-3-yl)-4-methoxy-phenylamine), FC=1C=C(C=CC1F)N=C=O (3,4-difluoro-phenyl isocyanate). Run in C(Cl)Cl (CH2Cl2). Reaction conditions: time 8 hour. Yields the product ClC1=C(N(N=C1)C(C)C)C=1C=C(C=CC1OC)NC(=O)NC1=CC(=C(C=C1)F)F (1-[3-(4-Chloro-2-isopropyl-2H-pyrazol-3-yl)-4-methoxy-phenyl]-3-(3,4-difluoro-phenyl)-urea). Yield: 34.0%. As a reaction SMILES: [Cl:1][C:2]1[CH:6]=[N:5][N:4]([CH:7]([CH3:9])[CH3:8])[C:3]=1[C:10]1[CH:11]=[C:12]([NH2:18])[CH:13]=[CH:14][C:15]=1[O:16][CH3:17].[F:19][C:20]1[CH:21]=[C:22]([N:27]=[C:28]=[O:29])[CH:23]=[CH:24][C:25]=1[F:26]>C(Cl)Cl>[Cl:1][C:2]1[CH:6]=[N:5][N:4]([CH:7]([CH3:9])[CH3:8])[C:3]=1[C:10]1[CH:11]=[C:12]([NH:18][C:28]([NH:27][C:22]2[CH:23]=[CH:24][C:25]([F:26])=[C:20]([F:19])[CH:21]=2)=[O:29])[CH:13]=[CH:14][C:15]=1[O:16][CH3:17]. Procedure details: To a solution of 3-(4-chloro-2-isopropyl-2H-pyrazol-3-yl)-4-methoxy-phenylamine (0.1 g, 0.433 mmol) in CH2Cl2, was added 3,4-difluoro-phenyl isocyanate (0.075 g, 0.476 mmol) and stirred overnight. The resulting precipitate was filtered and washed with methylene chloride/hexane (1:1), and dried in vacuo to yield Compound 55 as a colorless solid (0.062 g, 35%). LCMS m/z (%)=423 M+H+ (37Cl, 23), 421 M+H+ (35Cl, 67), 1H NMR (400 MHz, acetone-d6) δ: 8.199 (d, J=2.44 Hz, 1H), 8.181 (d, J=2.42 Hz, 1H),...